Dataset: the Open Reaction Database (ORD), a public repository of structured organic reaction records. Task: describe an organic reaction: reactants, conditions, products, and yield Starting materials: FC(C(C(F)(F)F)(OC)C1=CC(=C(OCC(=O)OCC)C(=C1)C)C)(F)F (ethyl 2-[4-(hexafluoro-2-methoxy-2-propyl)-2,6-dimethylphenoxy]acetate), [OH-].[Na+] (NaOH). Solvent: CO (methanol). The product is FC(C(C(F)(F)F)(OC)C1=CC(=C(OCC(=O)O)C(=C1)C)C)(F)F (2-[4-(hexafluoro-2-methoxy-2-propyl)-2,6-dimethylphenoxy]acetic acid). As a reaction SMILES: [F:1][C:2]([F:26])([F:25])[C:3]([C:10]1[CH:22]=[C:21]([CH3:23])[C:13]([O:14][CH2:15][C:16]([O:18]CC)=[O:17])=[C:12]([CH3:24])[CH:11]=1)([O:8][CH3:9])[C:4]([F:7])([F:6])[F:5].[OH-].[Na+]>CO>[F:1][C:2]([F:25])([F:26])[C:3]([C:10]1[CH:22]=[C:21]([CH3:23])[C:13]([O:14][CH2:15][C:16]([OH:18])=[O:17])=[C:12]([CH3:24])[CH:11]=1)([O:8][CH3:9])[C:4]([F:5])([F:7])[F:6] |f:1.2|. Reported procedure: Add ethyl 2-[4-(hexafluoro-2-methoxy-2-propyl)-2,6-dimethylphenoxy]acetate (2.6 g=6.7 mmol) to 30 ml 1.0 N NaOH. Add 20 ml methanol and reflux 3 hours. Acidify with 1.0 N HCl and extract with ether. Dry, concentrate and recrystallize the combined extracts from hexane to obtain, as a white solid, 2-[4-(hexafluoro-2-methoxy-2-propyl)-2,6-dimethylphenoxy]acetic acid, m.p. 105°-108° C. Reactants: C(C1=CC=CC=C1)N1CC2OC2CC1 (3-benzyl-7-oxa-3-azabicyclo[4.1.0]heptane), [N-]=[N+]=[N-].[Na+] (sodium azide), Cl(=O)(=O)(=O)[O-].[Li+] (lithium perchlorate). Product: N(=[N+]=[N-])[C@H]1[C@@H](CN(CC1)CC1=CC=CC=C1)O (trans-4-azido-1-benzylpiperidin-3-ol). Yield: 67.0%. Reaction SMILES: [CH2:1]([N:8]1[CH2:14][CH2:13][CH:12]2[CH:10]([O:11]2)[CH2:9]1)[C:2]1[CH:7]=[CH:6][CH:5]=[CH:4][CH:3]=1.[N-:15]=[N+:16]=[N-:17].[Na+].Cl([O-])(=O)(=O)=O.[Li+]>>[N:15]([C@@H:12]1[CH2:13][CH2:14][N:8]([CH2:1][C:2]2[CH:7]=[CH:6][CH:5]=[CH:4][CH:3]=2)[CH2:9][C@H:10]1[OH:11])=[N+:16]=[N-:17] |f:1.2,3.4|. Reported procedure: A solution of 1.2 g of 3-benzyl-7-oxa-3-azabicyclo[4.1.0]heptane (6.3 mmol) was refluxed in the presence of 0.62 g of sodium azide (9.5 mmol) and 3 g of lithium perchlorate (19 mmol) for 4 hs. After completion reaction mixture was evaporated and the residue was extracted with dichloromethane, washed with water and combined organic fractions were dried over sodium sulfate and concentrated. The residue was purified on silica gel column using hexane-ethyl acetate 4:1 as eluent affording 980 mg of t... Reactants: C(C1=CC=CC=C1)(=O)N=C=S (Benzoyl isothiocyanate), N[C@@]1([C@H](COCC1)O)C1=CC(=CC=C1)Br ((±)-(3R*,4R*)-4-amino-4-(3-bromophenyl)tetrahydropyran-3-ol), C([O-])([O-])=O.[K+].[K+] (potassium carbonate). Run in O1CCCC1 (tetrahydrofuran), C1(=CC=CC=C1)C (toluene), CO (methanol). Conditions: time 8 hour. The product is BrC=1C=C(C=CC1)[C@]1([C@H](COCC1)O)NC(=S)N ((±)-[(3R*,4R*)-4-(3-bromophenyl)-3-hydroxytetrahydropyran-4-yl]thiourea). Isolated yield 65.0%. Reaction SMILES: C([N:9]=[C:10]=[S:11])(=O)C1C=CC=CC=1.[NH2:12][C@@:13]1([C:20]2[CH:25]=[CH:24][CH:23]=[C:22]([Br:26])[CH:21]=2)[CH2:18][CH2:17][O:16][CH2:15][C@@H:14]1[OH:19].C(=O)([O-])[O-].[K+].[K+]>C1(C)C=CC=CC=1.O1CCCC1.CO>[Br:26][C:22]1[CH:21]=[C:20]([C@:13]2([NH:12][C:10]([NH2:9])=[S:11])[CH2:18][CH2:17][O:16][CH2:15][C@@H:14]2[OH:19])[CH:25]=[CH:24][CH:23]=1 |f:2.3.4|. Procedure: Benzoyl isothiocyanate (7.20 g) was added to a suspension of (±)-(3R*,4R*)-4-amino-4-(3-bromophenyl)tetrahydropyran-3-ol (10.9 g) in toluene (200 mL). The mixture was stirred at room temperature overnight and then diluted with tetrahydrofuran, followed by addition of silica gel. The solvent was evaporated under reduced pressure and the residue was purified by silica gel column chromatography to obtain an intermediate crude product. The resulting intermediate was suspended in methanol (300 mL), a... The reactants are NC=1SC(=C(N1)C(=O)N1[C@@H]([C@H]2C[C@H]2C1)CN)C1=CC(=CC=C1)F ([2-Amino-5-(3-fluoro-phenyl)-thiazol-4-yl]-((1S,2S,5R)-2-aminomethyl-3-aza-bicyclo[3.1.0]hex-3-yl)-methanone), CN1N=C(C=C1C(=O)O)C (2,5-Dimethyl-2H-pyrazole-3-carboxylic acid). RXN SMILES: [NH2:1][C:2]1[S:3][C:4]([C:17]2[CH:22]=[CH:21][CH:20]=[C:19]([F:23])[CH:18]=2)=[C:5]([C:7]([N:9]2[CH2:14][C@H:13]3[C@H:11]([CH2:12]3)[C@H:10]2[CH2:15][NH2:16])=[O:8])[N:6]=1.[CH3:24][N:25]1[C:29]([C:30](O)=[O:31])=[CH:28][C:27]([CH3:33])=[N:26]1>>[NH2:1][C:2]1[S:3][C:4]([C:17]2[CH:22]=[CH:21][CH:20]=[C:19]([F:23])[CH:18]=2)=[C:5]([C:7]([N:9]2[CH2:14][C@H:13]3[C@H:11]([CH2:12]3)[C@H:10]2[CH2:15][NH:16][C:30]([C:29]2[N:25]([CH3:24])[N:26]=[C:27]([CH3:33])[CH:28]=2)=[O:31])=[O:8])[N:6]=1. Product: NC=1SC(=C(N1)C(=O)N1[C@@H]([C@H]2C[C@H]2C1)CNC(=O)C=1N(N=C(C1)C)C)C1=CC(=CC=C1)F (2,5-Dimethyl-2H-pyrazole-3-carboxylic Acid{(1S,2S,5R)-3-[2-amino-5-(3-fluoro-phenyl)-thiazole-4-carbonyl]-3-aza-bicyclo[3.1.0]hex-2-ylmethyl}-amide). Reported procedure: prepared by reaction of [2-Amino-5-(3-fluoro-phenyl)-thiazol-4-yl]-((1S,2S,5R)-2-aminomethyl-3-aza-bicyclo[3.1.0]hex-3-yl)-methanone with 2,5-Dimethyl-2H-pyrazole-3-carboxylic acid. LC-MS (basic): tR=0.73 min; [M+H]+=455.3.